Dataset: the Open Reaction Database (ORD), a public repository of structured organic reaction records. Task: describe an organic reaction: reactants, conditions, products, and yield Reactants: [Al+3], C1CCOC1, CCOC(=O)c1cnc(CC(C)C)s1, [H-], [H-], [H-], [H-], [Li+], [Na+], [OH-], O. The product is CC(C)Cc1ncc(CO)s1. As a reaction SMILES: [Al+3:16].[CH2:24]1[O:25][CH2:26][CH2:27][CH2:28]1.[CH3:1][CH:2]([CH2:3][c:4]1[s:5][c:6]([C:9](=[O:10])[O:11][CH2:12][CH3:13])[cH:7][n:8]1)[CH3:14].[H-:15].[H-:18].[H-:19].[H-:20].[Li+:17].[Na+:23].[OH-:22].[OH2:21]>>[CH3:1][CH:2]([CH2:3][c:4]1[s:5][c:6]([CH2:9][OH:10])[cH:7][n:8]1)[CH3:14]. Starting materials: COC1=C(N)C=CC(=C1)OC (2,4-dimethoxyaniline), COC1=C(C(=O)O)C=C(C=C1)OC (2,5-dimethoxybenzoic acid). Product: OC1=CC2=C(N=C(O2)C2=C(C=CC(=C2)O)O)C=C1 (2-(6-Hydroxy-1,3-benzoxazol-2-yl)benzene-1,4-diol). RXN SMILES: [CH3:1][O:2][C:3]1[CH:9]=[C:8]([O:10]C)[CH:7]=[CH:6][C:4]=1[NH2:5].C[O:13][C:14]1[CH:22]=[CH:21][C:20]([O:23]C)=[CH:19][C:15]=1C(O)=O>>[OH:10][C:8]1[CH:7]=[CH:6][C:4]2[N:5]=[C:1]([C:21]3[CH:22]=[C:14]([OH:13])[CH:15]=[CH:19][C:20]=3[OH:23])[O:2][C:3]=2[CH:9]=1. Procedure details: The title compound was prepared in substantially the same manner as described in Example 1, from 2,4-dimethoxyaniline, and 2,5-dimethoxybenzoic acid and was obtained as a tan solid, m.p. 278-280° C.; MS m/e 244 (M+H)+.